From a dataset of the Open Reaction Database (ORD), a public repository of structured organic reaction records. describe an organic reaction: reactants, conditions, products, and yield Reactants: product, FC(COS(=O)(=O)C(F)(F)F)(F)F (Trifluoromethanesulfonic acid-2,2,2-trifluoroethyl ester), N1[C@H](CCC1=O)C(=O)O.N[C@H]1C(NC2=C(CC1)C=CC=C2)=O (3(R)-Amino-2,3,4,5-tetrahydro-1H-[1]-benzazepin-2-one D-pyroglutamic acid salt), [H-].[Na+] (Sodium hydride). Solvent: C(C)(=O)OCC (ethyl acetate). Conditions: temperature 0 celsius, time 30 minute. Yields the product FC(CN1C([C@@H](CCC2=C1C=CC=C2)NC(C2=CC=CC=C2)(C2=CC=CC=C2)C2=CC=CC=C2)=O)(F)F ((R)-1-(2,2,2-trifluoro-ethyl)-3-(trityl-amino)-1,3,4,5-tetrahydro-1-benzazepin-2-one). Reaction SMILES: N1[C:5](=O)[CH2:4][CH2:3][C@@H:2]1[C:7](O)=O.[NH2:10][C@@H:11]1[CH2:17][CH2:16][C:15]2[CH:18]=[CH:19][CH:20]=[CH:21][C:14]=2[NH:13][C:12]1=[O:22].[H-].[Na+].[F:25][C:26]([F:37])([F:36])[CH2:27]OS(C(F)(F)F)(=O)=O>C(OCC)(=O)C>[F:25][C:26]([F:37])([F:36])[CH2:27][N:13]1[C:14]2[CH:21]=[CH:20][CH:19]=[CH:18][C:15]=2[CH2:16][CH2:17][C@@H:11]([NH:10][C:2]([C:7]2[CH:5]=[CH:4][CH:3]=[CH:2][CH:7]=2)([C:21]2[CH:14]=[CH:15][CH:18]=[CH:19][CH:20]=2)[C:3]2[CH:12]=[CH:11][CH:17]=[CH:5][CH:4]=2)[C:12]1=[O:22] |f:0.1,2.3|. Procedure: A round-bottom flask containing the product of Step 4 for the preparation of Example 1 (2.00 g, 4.80 mmol) was fitted with a stirbar and septa and flushed with nitrogen. Tetrahydrofuran (20 mL) was added, giving a solution that was cooled to 0° C. Sodium hydride (0.781 g, 60%/oil, 19.5 mmol) was added, and the reaction was stirred for 30 minutes. Trifluoromethanesulfonic acid-2,2,2-trifluoroethyl ester (2.26 g, 9.74 mmol) was then added, and stirring was continued with gradual warming to room te... The reactants are COC(C1=CC(=CC(=C1)CO)I)=O (5-hydroxymethyl-3-iodobenzoic acid methyl ester), O (water), CN(C)C=O (DMF), compound, C([O-])([O-])=O.[K+].[K+] (potassium carbonate). The reagents and catalysts are [Pd].C1(=CC=CC=C1)P(C1=CC=CC=C1)C1=CC=CC=C1.C1(=CC=CC=C1)P(C1=CC=CC=C1)C1=CC=CC=C1.C1(=CC=CC=C1)P(C1=CC=CC=C1)C1=CC=CC=C1.C1(=CC=CC=C1)P(C1=CC=CC=C1)C1=CC=CC=C1 (tetrakis(triphenylphosphine) palladium (0)). Run at temperature 90 celsius, time 8 hour. The product is COC(C1=CC(=CC(=C1)CO)C1=CC(=CC=C1)C#N)=O (3-(3-cyanophenyl)-5-(hydroxymethyl)benzoic acid methyl ester). Yield: 73.0%. Reaction SMILES: [CH3:1][O:2][C:3](=[O:13])[C:4]1[CH:9]=[C:8]([CH2:10][OH:11])[CH:7]=[C:6](I)[CH:5]=1.C(=O)([O-])[O-].[K+].[K+].O.C[N:22]([CH:24]=O)C>[Pd].C1(P(C2C=CC=CC=2)C2C=CC=CC=2)C=CC=CC=1.C1(P(C2C=CC=CC=2)C2C=CC=CC=2)C=CC=CC=1.C1(P(C2C=CC=CC=2)C2C=CC=CC=2)C=CC=CC=1.C1(P(C2C=CC=CC=2)C2C=CC=CC=2)C=CC=CC=1>[CH3:1][O:2][C:3](=[O:13])[C:4]1[CH:9]=[C:8]([CH2:10][OH:11])[CH:7]=[C:6]([C:4]2[CH:9]=[CH:8][CH:7]=[C:6]([C:24]#[N:22])[CH:5]=2)[CH:5]=1 |f:1.2.3,6.7.8.9.10|. Procedure: 3.08 g of the 5-hydroxymethyl-3-iodobenzoic acid methyl ester obtained in the production example 2 was dissolved in 50 ml of dry DMF under the flow of nitrogen and then mixed with 2.32 g of the compound in the production example 3, 2.18 g of potassium carbonate and 456 mg of tetrakis(triphenylphosphine) palladium (0). The obtained mixture solution was heated and stirred at 90° C. overnight, mixed with water to stop the reaction, and then extracted with ethyl acetate. The obtained ethyl acetate l... Reaction SMILES: [N+:1]([C:4]1[CH:13]=[CH:12][CH:11]=[C:10]2[C:5]=1[CH:6]=[CH:7][C:8](Cl)=[N:9]2)([O-])=O.[CH3:15][C:16]1[O:17][C:18]2[C:24]([NH2:25])=[CH:23][CH:22]=[CH:21][C:19]=2[CH:20]=1.[CH3:26][C:27]1[N:28]=[CH:29][NH:30][C:31]=1[CH:32]=O>>[CH3:15][C:16]1[O:17][C:18]2[C:24]([NH:25][C:8]3[CH:7]=[CH:6][C:5]4[C:4]([NH:1][CH2:26][C:27]5[NH:28][CH:29]=[N:30][C:31]=5[CH3:32])=[CH:13][CH:12]=[CH:11][C:10]=4[N:9]=3)=[CH:23][CH:22]=[CH:21][C:19]=2[CH:20]=1. The reactants are [N+](=O)([O-])C1=C2C=CC(=NC2=CC=C1)Cl (5-nitro-2-chloroquinoline), CC=1OC2=C(C1)C=CC=C2N ((2-methyl-1-benzofuran-7-yl)amine), CC=1N=CNC1C=O (4-methyl-1H-imidazole-5-carbaldehyde). Product: CC=1OC2=C(C1)C=CC=C2NC2=NC=1C=CC=C(C1C=C2)NCC=2NC=NC2C (N2-(2-Methyl-benzofuran-7-yl)-N5-(5-methyl-3H-imidazol-4-ylmethyl)-quinoline-2,5-diamine). Procedure: The title compound, MS: m/e=384.1 (M+H+), was prepared from 5-nitro-2-chloroquinoline, (2-methyl-1-benzofuran-7-yl)amine and 4-methyl-1H-imidazole-5-carbaldehyde as described in example 26. The reactants are BrC1=C2C(=CN(C2=CC=C1)C)C=O (4-bromo-1-methyl-indole-3-carboxaldehyde), C1(=CC=CC=C1)B(O)O (phenyl boronic acid), C(=O)([O-])[O-].[Na+].[Na+] (Na2CO3). The reagents and catalysts are C1([P]([Pd][P](C2=CC=CC=C2)(C3=CC=CC=C3)C4=CC=CC=C4)(C5=CC=CC=C5)C6=CC=CC=C6)=CC=CC=C1 (bis(triphenylphosphine)-palladium). The solvent is CN(C)C=O (DMF), O (water). Run at temperature 100 celsius, time 18.5 hour. The product is C1(=CC=CC=C1)C1=C2C(=CN(C2=CC=C1)C)C=O (4-phenyl-1-methyl-indole-3-carboxaldehyde), syrup. Yield: 79.0%. RXN SMILES: Br[C:2]1[CH:10]=[CH:9][CH:8]=[C:7]2[C:3]=1[C:4]([CH:12]=[O:13])=[CH:5][N:6]2[CH3:11].[C:14]1(B(O)O)[CH:19]=[CH:18][CH:17]=[CH:16][CH:15]=1.C([O-])([O-])=O.[Na+].[Na+]>CN(C=O)C.O.C1(C=CC=CC=1)[P](C1C=CC=CC=1)(C1C=CC=CC=1)[Pd][P](C1C=CC=CC=1)(C1C=CC=CC=1)C1C=CC=CC=1>[C:14]1([C:2]2[CH:10]=[CH:9][CH:8]=[C:7]3[C:3]=2[C:4]([CH:12]=[O:13])=[CH:5][N:6]3[CH3:11])[CH:19]=[CH:18][CH:17]=[CH:16][CH:15]=1 |f:2.3.4,^1:40,54|. Reported procedure: To a cold solution (0° C.) of 4-bromo-indole-3-carboxaldehyde (0.767 g, 3.4 mmol) in dry DMF (2 mL) was added NaH (60% dispersion in mineral oil, 173 mg, 4.37 mmol). The resulting mixture was stirred at 0° C. for 20 min. Iodomethane (0.8 mL, excess) was added to the reaction mixture in a drop wise fashion. The cooling bath was removed and the resulting mixture was stirred at room temperature for 1.5 h. The mixture was quenched with water and was extracted repeatedly from EtOAc. The combined orga... Reactants: CC(=O)O, NNC(=O)c1ccc(OC(F)(F)F)cc1, O=C1Nc2ccc(I)cc2C1=O. The product is O=C1Nc2ccc(I)cc2C1=NNC(=O)c1ccc(OC(F)(F)F)cc1. As a reaction SMILES: [CH3:28][C:29](=[O:30])[OH:31].[F:13][C:14]([O:15][c:16]1[cH:17][cH:18][c:19]([C:20](=[O:21])[NH:22][NH2:23])[cH:24][cH:25]1)([F:26])[F:27].[I:1][c:2]1[cH:3][c:4]2[c:8]([cH:9][cH:10]1)[NH:7][C:6](=[O:11])[C:5]2=[O:12]>>[I:1][c:2]1[cH:3][c:4]2[c:8]([cH:9][cH:10]1)[NH:7][C:6](=[O:11])[C:5]2=[N:23][NH:22][C:20]([c:19]1[cH:18][cH:17][c:16]([O:15][C:14]([F:13])([F:26])[F:27])[cH:25][cH:24]1)=[O:21].